From a dataset of the Open Reaction Database (ORD), a public repository of structured organic reaction records. describe an organic reaction: reactants, conditions, products, and yield Reactants: CN(C)CCN, CS(C)=O, O=C(c1ccc(Cl)nc1)N1Cc2cccn2Cc2ccccc21, [K+], [K+], O=C([O-])[O-]. Product: CN(C)CCNc1ccc(C(=O)N2Cc3cccn3Cc3ccccc32)cn1. RXN SMILES: [CH3:30][N:31]([CH2:32][CH2:33][NH2:34])[CH3:35].[CH3:36][S:37]([CH3:38])=[O:39].[Cl:1][c:2]1[cH:3][cH:4][c:5]([C:8](=[O:9])[N:10]2[CH2:11][c:12]3[n:13]([cH:21][cH:22][cH:23]3)[CH2:14][c:15]3[c:16]2[cH:17][cH:18][cH:19][cH:20]3)[cH:6][n:7]1.[K+:24].[K+:25].[O-:26][C:27]([O-:28])=[O:29]>>[c:2]1([NH:34][CH2:33][CH2:32][N:31]([CH3:30])[CH3:35])[cH:3][cH:4][c:5]([C:8](=[O:9])[N:10]2[CH2:11][c:12]3[n:13]([cH:21][cH:22][cH:23]3)[CH2:14][c:15]3[c:16]2[cH:17][cH:18][cH:19][cH:20]3)[cH:6][n:7]1. Reactants: [BH4-].[Na+] (sodium borohydride), CC1=CC2=C(N(CCCC2=O)C(=O)OC(C)C)C=C1C(F)(F)F (Isopropyl 7-methyl-5-oxo-8-trifluoromethyl-2,3,4,5-tetrahydrobenzo[b]azepine-1-carboxylate), NC=1C=NC=CC1 (3-aminopyridine), C1(=CC=C(C=C1)S(=O)(=O)O)C (p-toluenesulfonic acid). Solvent: C1(=CC=CC=C1)C (toluene). Conditions: temperature 130 celsius, time 4 day. Yields the product C(C)(C)OC(=O)N1C2=C(C(CCC1)NC=1C=NC=CC1)C=C(C(=C2)C(F)(F)F)C ((+/−)-7-Methyl-5-(pyridin-3-ylamino)-8-trifluoromethyl-2,3,4,5-tetrahydrobenzo[b]azepine-1-carboxylic acid isopropyl ester). The yield is 13.2%. Reaction SMILES: [CH3:1][C:2]1[C:19]([C:20]([F:23])([F:22])[F:21])=[CH:18][C:5]2[N:6]([C:12]([O:14][CH:15]([CH3:17])[CH3:16])=[O:13])[CH2:7][CH2:8][CH2:9][C:10](=O)[C:4]=2[CH:3]=1.[NH2:24][C:25]1[CH:26]=[N:27][CH:28]=[CH:29][CH:30]=1.C1(C)C=CC(S(O)(=O)=O)=CC=1.[BH4-].[Na+]>C1(C)C=CC=CC=1>[CH:15]([O:14][C:12]([N:6]1[CH2:7][CH2:8][CH2:9][CH:10]([NH:24][C:25]2[CH:26]=[N:27][CH:28]=[CH:29][CH:30]=2)[C:4]2[CH:3]=[C:2]([CH3:1])[C:19]([C:20]([F:23])([F:22])[F:21])=[CH:18][C:5]1=2)=[O:13])([CH3:17])[CH3:16] |f:3.4|. Procedure: Add isopropyl 7-methyl-5-oxo-8-trifluoromethyl-2,3,4,5-tetrahydrobenzo[b]azepine-1-carboxylate (Example 3, Step 8) (1.16 g, 3.52 mmol), 3-aminopyridine (465 mg, 5.10 mmol), p-toluenesulfonic acid (210 mg, 1.10 mmol) and toluene (8.0 mL) to a sealed tube and stir vigorously for 4 days at 130° C. Evaporate the toluene, dissolve the residue with MeOH (10.0 mL), and add sodium borohydride (146 mg, 3.86 mmol) portionwise. Reflux overnight and evaporate the MeOH. Partition the resulting residue betwee...